From a dataset of the Open Reaction Database (ORD), a public repository of structured organic reaction records. describe an organic reaction: reactants, conditions, products, and yield Reactants: COC(C(CCC(F)(F)F)NC(=O)OC)=O (5,5,5-Trifluoro-2-methoxycarbonylamino-pentanoic acid methyl ester), C(C)(C)C1N=C(C(N=C1OC)CCOCC(F)(F)F)OC (2-Isopropyl-3,6-dimethoxy-5-[2-(2,2,2-trifluoro-ethoxy)-ethyl]-2,5-dihydropyrazine). The product is COC(C(CCOCC(F)(F)F)NC(=O)OC)=O (2-Methoxycarbonylamino-4-(2,2,2-trifluoro-ethoxy)-butyric acid methyl ester). As a reaction SMILES: [CH3:1][O:2][C:3](=[O:16])[CH:4]([NH:11][C:12]([O:14][CH3:15])=[O:13])[CH2:5][CH2:6]C(F)(F)F.C(C1C(OC)=NC(CC[O:30][CH2:31][C:32]([F:35])([F:34])[F:33])C(OC)=N1)(C)C>>[CH3:1][O:2][C:3](=[O:16])[CH:4]([NH:11][C:12]([O:14][CH3:15])=[O:13])[CH2:5][CH2:6][O:30][CH2:31][C:32]([F:35])([F:34])[F:33]. Reported procedure: This compound was made by the same procedure as 5,5,5-Trifluoro-2-methoxycarbonylamino-pentanoic acid methyl ester, using 2-Isopropyl-3,6-dimethoxy-5-[2-(2,2,2-trifluoro-ethoxy)-ethyl]-2,5-dihydropyrazine as the starting material. 1H-NMR: 400 MHz, (CDCl3) δ: 5.51-5.43 (br, 1H), 4.51-4.43 (m, 1H), 3.83-3.63 (m, 10H), 2.22-2.13 (m, 1H), 2.13-2.03 (m, 1H) ppm. Starting materials: ClCC=1N=C(OC1C)C1=CC=CC=C1 (4-Chloromethyl-5-methyl-2-phenyloxazole), C1(=CC=CC=C1)P(C1=CC=CC=C1)C1=CC=CC=C1 (triphenylphosphine). Product: [Cl-].CC1=C(N=C(O1)C1=CC=CC=C1)C[P+](C1=CC=CC=C1)(C1=CC=CC=C1)C1=CC=CC=C1 ((5-methyl-2-phenyl-4-oxazolylmethyl)triphenylphosphonium chloride). As a reaction SMILES: [Cl:1][CH2:2][C:3]1[N:4]=[C:5]([C:9]2[CH:14]=[CH:13][CH:12]=[CH:11][CH:10]=2)[O:6][C:7]=1[CH3:8].[C:15]1([P:21]([C:28]2[CH:33]=[CH:32][CH:31]=[CH:30][CH:29]=2)[C:22]2[CH:27]=[CH:26][CH:25]=[CH:24][CH:23]=2)[CH:20]=[CH:19][CH:18]=[CH:17][CH:16]=1>>[Cl-:1].[CH3:8][C:7]1[O:6][C:5]([C:9]2[CH:14]=[CH:13][CH:12]=[CH:11][CH:10]=2)=[N:4][C:3]=1[CH2:2][P+:21]([C:22]1[CH:23]=[CH:24][CH:25]=[CH:26][CH:27]=1)([C:28]1[CH:33]=[CH:32][CH:31]=[CH:30][CH:29]=1)[C:15]1[CH:16]=[CH:17][CH:18]=[CH:19][CH:20]=1 |f:2.3|. Reported procedure: 4-Chloromethyl-5-methyl-2-phenyloxazole and triphenylphosphine were reacted in the same manner as in Reference Example 7 to yield (5-methyl-2-phenyl-4-oxazolylmethyl)triphenylphosphonium chloride. Melting point 277°-278° C. The reactants are CN(CCO)C(=N)N (Creatinol), C(CCCCCCC)(=O)O (Octanoic acid), [Cl-].[Ca+2].[Cl-] (calcium chloride), C(C)(=O)Cl (acetyl chloride), CN(CCO)C(=N)N (Creatinol), C(C)(=O)Cl (acetyl chloride). Run in C(Cl)Cl (DCM), C(Cl)Cl (DCM). Run at temperature 0 celsius, time 10 minute. Product: C(CCCCCCC)(=O)OCCN(C(=N)N)C (2-(1-methylguanidino)ethyl octanoate). RXN SMILES: [Cl-].[Ca+2].[Cl-].C(Cl)(=O)C.[CH3:8][N:9]([C:13]([NH2:15])=[NH:14])[CH2:10][CH2:11][OH:12].[C:16](O)(=[O:24])[CH2:17][CH2:18][CH2:19][CH2:20][CH2:21][CH2:22][CH3:23]>C(Cl)Cl>[C:16]([O:12][CH2:11][CH2:10][N:9]([CH3:8])[C:13]([NH2:15])=[NH:14])(=[O:24])[CH2:17][CH2:18][CH2:19][CH2:20][CH2:21][CH2:22][CH3:23] |f:0.1.2|. Reported procedure: In a dry 3-necked round bottomed flask, containing a magnetic stirrer, equipped with a dropping funnel, a reflux condenser protected from moisture by a calcium chloride filled drying tube and a rubber septum. The dropping funnel is filled with 10.66 mL (150 mmol) of acetyl chloride and 25 mL of dry DCM. The flask is charged with 35.14 g (300 mmol) of Creatinol and 150 mL of dry DCM, and cooled with an ice-water bath to about 0° C., under a nitrogen atmosphere. The acetyl chloride solution is the... RXN SMILES: [CH3:1][C:2]1([CH3:21])[C:11]2[C:6](=[C:7]([N+:16]([O-:18])=[O:17])[C:8]([NH:12][C:13]([CH3:15])=[O:14])=[CH:9][CH:10]=2)[C:5](=[O:19])[NH:4][C:3]1=[O:20].[C:22](=O)(O)[O-].[Na+]>C(OC(=O)CC)(=O)CC>[CH3:1][C:2]1([CH3:21])[C:11]2[C:6](=[C:7]([N+:16]([O-:18])=[O:17])[C:8]([NH:12][C:13](=[O:14])[CH2:15][CH3:22])=[CH:9][CH:10]=2)[C:5](=[O:19])[NH:4][C:3]1=[O:20] |f:1.2|. The product is CC1(C(NC(C2=C(C(=CC=C12)NC(CC)=O)[N+](=O)[O-])=O)=O)C (4,4-Dimethyl-7-propionylamino-8-nitro-2H,4H-isoquinoline-1,3-dione). Run in C(CC)(=O)OC(CC)=O (propionic acid anhydride). Starting materials: ice water, C([O-])(O)=O.[Na+] (sodium bicarbonate), CC1(C(NC(C2=C(C(=CC=C12)NC(=O)C)[N+](=O)[O-])=O)=O)C (4,4-dimethyl-7-acetamino-8-nitro-2H,4H-isoquinoline-1,3-dione). Procedure: 29.1 gm of 4,4-dimethyl-7-acetamino-8-nitro-2H,4H-isoquinoline-1,3-dione were refluxed for 4 hours with 50 ml of propionic acid anhydride. The mixture was then poured into ice water and neutralized with sodium bicarbonate. The obtained precipitate was purified on a silicagel column (eluant: chloroform/acetone 19:1). Starting materials: N1N=CC2=CC(=CC=C12)C=O (1H-indazole-5-carbaldehyde), BrCC1=C(C=C(C=C1)S(=O)(=O)C)C(F)(F)F (1-bromomethyl-4-methanesulfonyl-2-trifluoromethyl-benzene). Product: CS(=O)(=O)C1=CC(=C(CN2N=CC3=CC(=CC=C23)C=O)C=C1)C(F)(F)F (1-(4-Methanesulfonyl-2-trifluoromethyl-benzyl)-1H-indazole-5-carbaldehyde). Reaction SMILES: [NH:1]1[C:9]2[C:4](=[CH:5][C:6]([CH:10]=[O:11])=[CH:7][CH:8]=2)[CH:3]=[N:2]1.Br[CH2:13][C:14]1[CH:19]=[CH:18][C:17]([S:20]([CH3:23])(=[O:22])=[O:21])=[CH:16][C:15]=1[C:24]([F:27])([F:26])[F:25]>>[CH3:23][S:20]([C:17]1[CH:18]=[CH:19][C:14]([CH2:13][N:1]2[C:9]3[C:4](=[CH:5][C:6]([CH:10]=[O:11])=[CH:7][CH:8]=3)[CH:3]=[N:2]2)=[C:15]([C:24]([F:25])([F:27])[F:26])[CH:16]=1)(=[O:22])=[O:21]. Procedure: 1-(4-Methanesulfonyl-2-trifluoromethyl-benzyl)-1H-indazole-5-carbaldehyde was prepared from 1H-indazole-5-carbaldehyde and 1-bromomethyl-4-methanesulfonyl-2-trifluoromethyl-benzene following General Procedure A. Starting materials: CCN=C=NCCCN(C)C, CCN(C(C)C)C(C)C, O=C(O)C(F)(F)F, N#Cc1c(C2CCNCC2)nc2c(-c3ccc(-c4ccccc4)nc3)cnn2c1N, CN(C)C=O, O=C(O)C(O)CO, On1nnc2ccccc21. The product is N#Cc1c(C2CCN(C(=O)C(O)CO)CC2)nc2c(-c3ccc(-c4ccccc4)nc3)cnn2c1N. Reaction SMILES: [CH3:64][CH2:65][N:66]=[C:67]=[N:68][CH2:69][CH2:70][CH2:71][N:72]([CH3:73])[CH3:74].[CH:38]([N:39]([CH2:40][CH3:41])[CH:42]([CH3:43])[CH3:44])([CH3:45])[CH3:46].[F:31][C:32]([F:33])([F:34])[C:35]([OH:36])=[O:37].[NH2:1][c:2]1[c:3]([C:29]#[N:30])[c:4]([CH:23]2[CH2:24][CH2:25][NH:26][CH2:27][CH2:28]2)[n:5][c:6]2[n:7]1[n:8][cH:9][c:10]2-[c:11]1[cH:12][n:13][c:14](-[c:17]2[cH:18][cH:19][cH:20][cH:21][cH:22]2)[cH:15][cH:16]1.[O:75]=[CH:76][N:77]([CH3:78])[CH3:79].[OH:47][CH:48]([C:49](=[O:50])[OH:51])[CH2:52][OH:53].[OH:54][n:55]1[c:56]2[c:57]([cH:58][cH:59][cH:60][cH:61]2)[n:62][n:63]1>>[NH2:1][c:2]1[c:3]([C:29]#[N:30])[c:4]([CH:23]2[CH2:24][CH2:25][N:26]([C:49]([CH:48]([OH:47])[CH2:52][OH:53])=[O:50])[CH2:27][CH2:28]2)[n:5][c:6]2[n:7]1[n:8][cH:9][c:10]2-[c:11]1[cH:12][n:13][c:14](-[c:17]2[cH:18][cH:19][cH:20][cH:21][cH:22]2)[cH:15][cH:16]1. The reactants are Cl.FCCCN (3-Fluoro-propylamine hydrochloride), C(C)(C)N(CC)C(C)C (diisopropylethylamine), FC(C(=O)N1C(O[C@@H]([C@H]1CF)C1=CC=C(C=C1)C=1C=CC(=NC1)COS(=O)(=O)C)(C)C)F (methane sulfonic acid 5-{4-[(4S,5R)-3-(2,2-difluoro-acetyl)-4-fluoromethyl-2,2-dimethyl-oxazolidin-5-yl]-phenyl}-pyridin-2-ylmethyl ester). The solvent is C(C)#N (acetonitrile). Run at time 8 hour. The product is FC(C(=O)N1C(O[C@@H]([C@H]1CF)C1=CC=C(C=C1)C=1C=NC(=CC1)CNCCCF)(C)C)F (2,2-Difluoro-1-[(4S,5R)-4-fluoromethyl-5-(4-{6-[(3-fluoro-propylamino)-methyl]-pyridin-3-yl}-phenyl)-2,2-dimethyl-oxazolidin-3-yl]-ethanone). Isolated yield 97.2%. Reaction SMILES: Cl.[F:2][CH2:3][CH2:4][CH2:5][NH2:6].C(N(C(C)C)CC)(C)C.[F:16][CH:17]([F:47])[C:18]([N:20]1[C@H:24]([CH2:25][F:26])[C@@H:23]([C:27]2[CH:32]=[CH:31][C:30]([C:33]3[CH:34]=[CH:35][C:36]([CH2:39]OS(C)(=O)=O)=[N:37][CH:38]=3)=[CH:29][CH:28]=2)[O:22][C:21]1([CH3:46])[CH3:45])=[O:19]>C(#N)C>[F:47][CH:17]([F:16])[C:18]([N:20]1[C@H:24]([CH2:25][F:26])[C@@H:23]([C:27]2[CH:28]=[CH:29][C:30]([C:33]3[CH:38]=[N:37][C:36]([CH2:39][NH:6][CH2:5][CH2:4][CH2:3][F:2])=[CH:35][CH:34]=3)=[CH:31][CH:32]=2)[O:22][C:21]1([CH3:45])[CH3:46])=[O:19] |f:0.1|. Procedure: To a solution of 3-Fluoro-propylamine hydrochloride (0.072 g, 0.636 mmol) in acetonitrile (5 mL) is added diisopropylethylamine (0.082 mL, 0.636 mmol) at room temperature. After stirring for 30 minutes methane sulfonic acid 5-{4-[(4S,5R)-3-(2,2-difluoro-acetyl)-4-fluoromethyl-2,2-dimethyl-oxazolidin-5-yl]-phenyl}-pyridin-2-ylmethyl ester (0.1 g, 0.211 mmol) is added then the resulting mixture is stirred at room temperature for overnight. Solvent is evaporated under reduced pressure and the crude... The reactants are CC(=O)O, CC(C)O, CC1(C)OC2C(CN)OC(n3cnc4c(N)ncnc43)C2O1, O=C1CC(CCC(=O)OCc2ccccc2)C1. Product: CC1(C)OC2C(CNC3CC(CCC(=O)OCc4ccccc4)C3)OC(n3cnc4c(N)ncnc43)C2O1. RXN SMILES: [CH3:40][C:41](=[O:42])[OH:43].[CH:44]([OH:45])([CH3:46])[CH3:47].[NH2:1][CH2:2][CH:3]1[O:4][CH:5]([n:13]2[c:14]3[n:15][cH:16][n:17][c:18]([NH2:22])[c:19]3[n:20][cH:21]2)[CH:6]2[CH:7]1[O:8][C:9]([CH3:11])([CH3:12])[O:10]2.[O:23]=[C:24]1[CH2:25][CH:26]([CH2:28][CH2:29][C:30](=[O:31])[O:32][CH2:33][c:34]2[cH:35][cH:36][cH:37][cH:38][cH:39]2)[CH2:27]1>>[NH:1]([CH2:2][CH:3]1[O:4][CH:5]([n:13]2[c:14]3[n:15][cH:16][n:17][c:18]([NH2:22])[c:19]3[n:20][cH:21]2)[CH:6]2[CH:7]1[O:8][C:9]([CH3:11])([CH3:12])[O:10]2)[CH:24]1[CH2:25][CH:26]([CH2:28][CH2:29][C:30](=[O:31])[O:32][CH2:33][c:34]2[cH:35][cH:36][cH:37][cH:38][cH:39]2)[CH2:27]1.